This data is from the Open Reaction Database (ORD), a public repository of structured organic reaction records. The task is: describe an organic reaction: reactants, conditions, products, and yield Reactants: CN, CCOC(C)=O, CN(C)C=O, O=C(Cl)C(=O)Cl, ClCCl, Cl, O=C(O)C(c1ccc(F)cc1)c1ccc(F)cc1, [Na+], C1CCOC1, [OH-], O. Yields the product CNC(=O)C(c1ccc(F)cc1)c1ccc(F)cc1. Reaction SMILES: [CH3:26][NH2:27].[CH3:39][CH2:40][O:41][C:42](=[O:43])[CH3:44].[CH3:45][N:46]([CH3:47])[CH:48]=[O:49].[Cl:19][C:20]([C:21]([Cl:22])=[O:23])=[O:24].[Cl:30][CH2:31][Cl:32].[ClH:25].[F:1][c:2]1[cH:3][cH:4][c:5]([CH:8]([C:9](=[O:10])[OH:11])[c:12]2[cH:13][cH:14][c:15]([F:18])[cH:16][cH:17]2)[cH:6][cH:7]1.[Na+:29].[O:34]1[CH2:35][CH2:36][CH2:37][CH2:38]1.[OH-:28].[OH2:33]>>[F:1][c:2]1[cH:3][cH:4][c:5]([CH:8]([C:9](=[O:10])[NH:27][CH3:26])[c:12]2[cH:13][cH:14][c:15]([F:18])[cH:16][cH:17]2)[cH:6][cH:7]1. Reactants: CC1C2C=CC(C1C)C2 (5,6-dimethyl-2-norbornene), C=CCCCC (1-hexene), [I-].C(C)[Al+]CC (diethylaluminum iodide). Solvent: C1=CC=CC=C1 (benzene). Run at time 1 hour. Yields the product CC1C2C=CC(C1C)C2.C=CCCCC (5,6-Dimethyl-2-Norbornene 1-Hexene). RXN SMILES: [CH3:1][CH:2]1[CH:7]([CH3:8])[CH:6]2[CH2:9][CH:3]1[CH:4]=[CH:5]2.[CH2:10]=[CH:11][CH2:12][CH2:13][CH2:14][CH3:15].[I-].C([Al+]CC)C>C1C=CC=CC=1>[CH3:1][CH:2]1[CH:7]([CH3:8])[CH:6]2[CH2:9][CH:3]1[CH:4]=[CH:5]2.[CH2:10]=[CH:11][CH2:12][CH2:13][CH2:14][CH3:15] |f:2.3,5.6|. Reported procedure: 50 ml dry benzene cosolvent, 7 ml 5,6-dimethyl-2-norbornene, 0.5 ml of the 1-hexene solution, and 0.6 ml of the diethylaluminum iodide solution were charged to a dry, nitrogen-purged 7 oz. bottle. 0.75 ml of the MoCl5 solution was charged last, and the bottle was shaken. After 1 hour the reaction was shortstopped using a mixture of 0.1 ml ethanolamine and 2 ml Solution A. 1 ml of an antioxidant solution was also added (0.1 g/ml of 2,2'-methylenebis-[4-methyl-6-t-butylphenol] in benzene). The pol... Product: CCN1C(=O)C(=O)c2cccc(F)c21. Reaction SMILES: [C:16](=[O:17])([O-:18])[O-:19].[F:1][c:2]1[cH:3][cH:4][cH:5][c:6]2[c:10]1[NH:9][C:8](=[O:11])[C:7]2=[O:12].[I:13][CH2:14][CH3:15].[K+:20].[K+:21].[O:22]=[CH:23][N:24]([CH3:25])[CH3:26].[OH2:27]>>[F:1][c:2]1[cH:3][cH:4][cH:5][c:6]2[c:10]1[N:9]([CH2:14][CH3:15])[C:8](=[O:11])[C:7]2=[O:12]. The reactants are O=C([O-])[O-], O=C1Nc2c(F)cccc2C1=O, CCI, [K+], [K+], CN(C)C=O, O. Starting materials: Cl.ClC(CC1=C(C=C(C=C1)Cl)Cl)N1C=NC=C1 (1-(α-chloro-2,4-dichlorophenethyl) imidazole hydrochloride), [NH4+].[OH-] (NH4OH), C(CCC)S (Butyl mercaptan), C[O-].[Na+] (sodium methoxide). The solvent is CO (methanol), CO (methanol), C(C)(=O)OCC (ethyl acetate), CO (methanol), O (H2O). Run at time 30 minute. The product is C(CCC)SC(CC1=C(C=C(C=C1)Cl)Cl)N1C=NC=C1 (1-(α-n-Butylthio-2,4-dichlorophenethyl)imidazole). RXN SMILES: [CH2:1]([SH:5])[CH2:2][CH2:3][CH3:4].C[O-].[Na+].Cl.Cl[CH:11]([N:21]1[CH:25]=[CH:24][N:23]=[CH:22]1)[CH2:12][C:13]1[CH:18]=[CH:17][C:16]([Cl:19])=[CH:15][C:14]=1[Cl:20].[NH4+].[OH-]>CO.C(OCC)(=O)C.O>[CH2:1]([S:5][CH:11]([N:21]1[CH:25]=[CH:24][N:23]=[CH:22]1)[CH2:12][C:13]1[CH:18]=[CH:17][C:16]([Cl:19])=[CH:15][C:14]=1[Cl:20])[CH2:2][CH2:3][CH3:4] |f:1.2,3.4,5.6|. Procedure: Butyl mercaptan, 4.32 g (0.048 mole), was added to a solution of 2.376 g (0.044 mole) sodium methoxide in 100 ml of methanol and the mixture stirred 30 minutes followed by addition of 10.0 g (0.032 mole) of 1-(α-chloro-2,4-dichlorophenethyl) imidazole hydrochloride in 100 ml methanol. The total mixture was heated to reflux for 4 hours. After cooling, the mixture was poured into an excess of H2O and the organic layer extracted with ether. The combined ether extracts were washed with 10% NaOH, wit...